Dataset: the Open Reaction Database (ORD), a public repository of structured organic reaction records. Task: describe an organic reaction: reactants, conditions, products, and yield Starting materials: ClCCCN1CCN(CC1)C (1-(3-chloropropyl)-4-methylpiperazine), C(C)OC(C(=O)C1=CNC2=CC=CC=C12)=O (ethyl-2-(1H-indol-3-yl)-2-oxoacetate), C(=O)([O-])[O-].[K+].[K+] (K2CO3). Product: C(C)OC(C(=O)C1=CN(C2=CC=CC=C12)CCCN1CCN(CC1)C)=O (ethyl-2-{1-[3-(4-methylpiperazin-1-yl)propyl]-1H-indol-3-yl}-2-oxoacetate). The yield is 53.0%. RXN SMILES: Cl[CH2:2][CH2:3][CH2:4][N:5]1[CH2:10][CH2:9][N:8]([CH3:11])[CH2:7][CH2:6]1.[CH2:12]([O:14][C:15](=[O:27])[C:16]([C:18]1[C:26]2[C:21](=[CH:22][CH:23]=[CH:24][CH:25]=2)[NH:20][CH:19]=1)=[O:17])[CH3:13].C([O-])([O-])=O.[K+].[K+]>>[CH2:12]([O:14][C:15](=[O:27])[C:16]([C:18]1[C:26]2[C:21](=[CH:22][CH:23]=[CH:24][CH:25]=2)[N:20]([CH2:2][CH2:3][CH2:4][N:5]2[CH2:10][CH2:9][N:8]([CH3:11])[CH2:7][CH2:6]2)[CH:19]=1)=[O:17])[CH3:13] |f:2.3.4|. Reported procedure: The general procedure 1 was then followed using 1-(3-chloropropyl)-4-methylpiperazine (12.5 mmol, 2.2 g), ethyl-2-(1H-indol-3-yl)-2-oxoacetate (10 mmol, 2.17 g) and K2CO3 (10.8 mmol, 1.5 g). The purification was achieved by column chromatography (petro-lether:ethylacetate:diethylamine 5:5:1) to yield ethyl-2-{1-[3-(4-methylpiperazin-1-yl)propyl]-1H-indol-3-yl}-2-oxoacetate (5.3 mmol, 42%). IR [cm−1]=2936; 2790; 1727; 1638. FD-MS m/z (rel. int.)=359.9 (2.05%; M+•.). 1H NMR (300 MHz, CDCl3) 8.40 (... Reactants: OC1=C(OC=CC1=O)C (3-hydroxy-2-methyl-4-pyrone), C(C)OC(CN)=O (glycine-ethyl ester), [OH-].[Na+] (sodium hydroxide), C(C)OCC (di-ethyl ether). Solvent: C(C)O (ethanol), CC(=O)C (acetone). The product is C(C)OC(=O)CN1C(=C(C(C=C1)=O)O)C (1-ethoxycarbonylmethyl-3-Hydroxy-2-methyl-pyrid-4-one). Reaction SMILES: [OH:1][C:2]1[C:7](=[O:8])[CH:6]=[CH:5]O[C:3]=1[CH3:9].[CH2:10]([O:12][C:13](=[O:16])[CH2:14][NH2:15])[CH3:11].[OH-].[Na+].C(OCC)C>C(O)C.CC(C)=O>[CH2:10]([O:12][C:13]([CH2:14][N:15]1[CH:5]=[CH:6][C:7](=[O:8])[C:2]([OH:1])=[C:3]1[CH3:9])=[O:16])[CH3:11] |f:2.3|. Procedure details: 3-hydroxy-2-methyl-4-pyrone (15 g) in ethanol (250 ml) has added to it glycine-ethyl ester (14 g) and concentrated aqueous sodium hydroxide to adjust pH to 10.0, the mixture is stirred at room temperature for several days, then rotary evaporated to dryness, resulting in white residue. Dissolution in acetone followed by di-ethyl ether treatment yields white precipitate of 1-ethoxycarbonylmethyl-3-Hydroxy-2-methyl-pyrid-4-one. The molecular ion mass M+=266.7. The compound dissolved in ethanol/wate... The product is CC(C[C@@H](COC=1C=CC2=C(C1)OCC1=CN=C(C=C12)C)NC(OC(C)(C)C)=O)C ((S)-tert-butyl (4-methyl-1-((2-methyl-5H-chromeno[3,4-c]pyridin-8-yl)oxy)pentan-2-yl)carbamate). As a reaction SMILES: Cl[C:2]1[CH:3]=[CH:4][C:5]2[C:15]3[C:10](=[CH:11][N:12]=[C:13]([CH3:16])[CH:14]=3)[CH2:9][O:8][C:6]=2[CH:7]=1.[OH:17][CH2:18][C@@H:19]([NH:24][C:25](=[O:31])[O:26][C:27]([CH3:30])([CH3:29])[CH3:28])[CH2:20][CH:21]([CH3:23])[CH3:22].C([O-])([O-])=O.[Cs+].[Cs+].C(P(C(C)(C)C)C1C=CC=CC=1C1C(C(C)C)=CC(C(C)C)=CC=1C(C)C)(C)(C)C>C1(C)C=CC=CC=1.C([O-])(=O)C.[Pd+2].C([O-])(=O)C>[CH3:22][CH:21]([CH3:23])[CH2:20][C@H:19]([NH:24][C:25](=[O:31])[O:26][C:27]([CH3:30])([CH3:29])[CH3:28])[CH2:18][O:17][C:2]1[CH:3]=[CH:4][C:5]2[C:15]3[C:10](=[CH:11][N:12]=[C:13]([CH3:16])[CH:14]=3)[CH2:9][O:8][C:6]=2[CH:7]=1 |f:2.3.4,7.8.9|. The reagents and catalysts are C(C)(=O)[O-].[Pd+2].C(C)(=O)[O-] (palladium(II) acetate). The reactants are ClC=1C=CC2=C(C1)OCC1=CN=C(C=C12)C (8-chloro-2-methyl-5H-chromeno[3,4-c]pyridine), OC[C@H](CC(C)C)NC(OC(C)(C)C)=O ((S)-tert-butyl (1-hydroxy-4-methylpentan-2-yl)carbamate), C(=O)([O-])[O-].[Cs+].[Cs+] (Cs2CO3), C(C)(C)(C)P(C1=C(C=CC=C1)C1=C(C=C(C=C1C(C)C)C(C)C)C(C)C)C(C)(C)C (2-di-tert-butylphosphino-2′,4′,6′-triisopropylbiphenyl). The solvent is C1(=CC=CC=C1)C (toluene). Procedure details: A mixture of 8-chloro-2-methyl-5H-chromeno[3,4-c]pyridine (0.2 g, 0.863 mmol), (S)-tert-butyl (1-hydroxy-4-methylpentan-2-yl)carbamate (0.225 g, 1.036 mmol), palladium(II) acetate (5.81 mg, 0.026 mmol), Cs2CO3 (0.422 g, 1.295 mmol) and 2-di-tert-butylphosphino-2′,4′,6′-triisopropylbiphenyl (0.022 g, 0.052 mmol) in toluene (5 mL) was heated to 110° C. for 18 h. After cooling, the mixture was filtered through celite and concentrated under reduced pressure. The crude product was purified by silica ... Conditions: temperature 110 celsius.